From a dataset of the Open Reaction Database (ORD), a public repository of structured organic reaction records. describe an organic reaction: reactants, conditions, products, and yield The reactants are ClC1=C(C=CC=C1)CNC(=S)N (1-(2-chlorophenyl)methyl thiourea), C(CC)Br (propylbromide). Run in C(C)#N (acetonitrile). Yields the product ClC1=C(C=CC=C1)CNC(SCCC)=N (1-(2-chlorophenyl)methyl-2-propyl-2-thiopseudourea). The yield is 78.0%. As a reaction SMILES: [Cl:1][C:2]1[CH:7]=[CH:6][CH:5]=[CH:4][C:3]=1[CH2:8][NH:9][C:10]([NH2:12])=[S:11].[CH2:13](Br)[CH2:14][CH3:15]>C(#N)C>[Cl:1][C:2]1[CH:7]=[CH:6][CH:5]=[CH:4][C:3]=1[CH2:8][NH:9][C:10](=[NH:12])[S:11][CH2:13][CH2:14][CH3:15]. Reported procedure: A mixture of 1-(2-chlorophenyl)methyl thiourea (3 g, 14.9 mmol) and propylbromide (13.5 g, 110 mmol) in acetonitrile (20 mL) was refluxed for 5 hours. The solvent was evaporated, the residue was dissolved in 200 mL of 50% water/ether and acidified with 48% hydrobromic acid solution. The two phases were separated, the aqueous layer was washed with ether and then the aqueous layer was basified with 10% sodium carbonate solution. The liberated product was extracted with diethyl ether, washed with w... The reactants are O=C(OCc1ccccc1)N1CCC(O)(Cc2ccccc2)C(O)C1, CCO. Yields the product OC1CNCCC1(O)Cc1ccccc1. As a reaction SMILES: [CH2:1]([O:2][C:3](=[O:4])[N:11]1[CH2:12][CH:13]([OH:25])[C:14]([OH:17])([CH2:18][c:19]2[cH:20][cH:21][cH:22][cH:23][cH:24]2)[CH2:15][CH2:16]1)[c:5]1[cH:6][cH:7][cH:8][cH:9][cH:10]1.[CH3:26][CH2:27][OH:28]>>[NH:11]1[CH2:12][CH:13]([OH:25])[C:14]([OH:17])([CH2:18][c:19]2[cH:20][cH:21][cH:22][cH:23][cH:24]2)[CH2:15][CH2:16]1. As a reaction SMILES: [CH3:23][N:24]1[CH2:25][CH2:26][CH2:27][C:28]1=[O:29].[CH:18]1([NH2:21])[CH2:19][CH2:20]1.[Cl:1][c:2]1[n:3][c:4]([Cl:17])[c:5]2[c:6]([n:7]1)[CH:8]([c:11]1[cH:12][cH:13][cH:14][cH:15][cH:16]1)[CH2:9][CH2:10]2.[OH2:22]>>[Cl:1][c:2]1[n:3][c:4]([NH:21][CH:18]2[CH2:19][CH2:20]2)[c:5]2[c:6]([n:7]1)[CH:8]([c:11]1[cH:12][cH:13][cH:14][cH:15][cH:16]1)[CH2:9][CH2:10]2. Product: Clc1nc(NC2CC2)c2c(n1)C(c1ccccc1)CC2. Reactants: CN1CCCC1=O, NC1CC1, Clc1nc(Cl)c2c(n1)C(c1ccccc1)CC2, O.